From a dataset of the Open Reaction Database (ORD), a public repository of structured organic reaction records. describe an organic reaction: reactants, conditions, products, and yield Reactants: Nc1ncc(-c2ccccc2)cc1OCc1ccccc1, CO, [OH-], [OH-], [Pd+2]. Yields the product Nc1ncc(-c2ccccc2)cc1O. As a reaction SMILES: [CH2:1]([c:2]1[cH:3][cH:4][cH:5][cH:6][cH:7]1)[O:8][c:9]1[c:10]([NH2:21])[n:11][cH:12][c:13](-[c:15]2[cH:16][cH:17][cH:18][cH:19][cH:20]2)[cH:14]1.[CH3:22][OH:23].[OH-:24].[OH-:25].[Pd+2:26]>>[OH:8][c:9]1[c:10]([NH2:21])[n:11][cH:12][c:13](-[c:15]2[cH:16][cH:17][cH:18][cH:19][cH:20]2)[cH:14]1.